From a dataset of the Open Reaction Database (ORD), a public repository of structured organic reaction records. describe an organic reaction: reactants, conditions, products, and yield The reactants are BrCCCCCCCCCCO (10-bromodecanol), CCN(CC)S(F)(F)F (DAST). Run in C(Cl)Cl (methylene chloride). Product: BrCCCCCCCCCCF (10-bromo-1-fluoro-decane). RXN SMILES: [Br:1][CH2:2][CH2:3][CH2:4][CH2:5][CH2:6][CH2:7][CH2:8][CH2:9][CH2:10][CH2:11]O.CCN(S(F)(F)[F:19])CC>C(Cl)Cl>[Br:1][CH2:2][CH2:3][CH2:4][CH2:5][CH2:6][CH2:7][CH2:8][CH2:9][CH2:10][CH2:11][F:19]. Procedure: Repetition of the procedure described in Example 2 but using 1.00 g (4.23 mmol) of 10-bromodecanol and 0.5287 ml (4.23 mmol) of DAST in 50 mL methylene chloride affords the crude of 10-bromo-1-fluoro-decane. Purification by flash chromatography gives the 10-bromo-1-fluoro-decane (826 mg 3 82%) as a clear colorless liquid: Rf=0.73 hexane/ethyl acetate (7:3, v/v); IR (film) δ2850-3000 (alkane CH); and 1H-NMR (CDCl3) δ1.25-2.95 (m, 16H), 3.36 (t, J=6 Hz, 2H), 4.40 (dt, J=48 Hz, 2H). Yields the product O=C(Nc1ccc2[nH]c(=O)sc2c1)C(=O)N1CCC(Cc2ccccc2)CC1. The reactants are c1ccc(CC2CCNCC2)cc1, CCOCC, O=C(O)C(=O)Nc1ccc2[nH]c(=O)sc2c1. RXN SMILES: [CH2:17]([c:18]1[cH:19][cH:20][cH:21][cH:22][cH:23]1)[CH:24]1[CH2:25][CH2:26][NH:27][CH2:28][CH2:29]1.[CH2:30]([O:31][CH2:32][CH3:33])[CH3:34].[O:1]=[c:2]1[s:3][c:4]2[c:5]([nH:6]1)[cH:7][cH:8][c:9]([NH:11][C:12]([C:13](=[O:14])[OH:15])=[O:16])[cH:10]2>>[O:1]=[c:2]1[s:3][c:4]2[c:5]([nH:6]1)[cH:7][cH:8][c:9]([NH:11][C:12]([C:13](=[O:15])[N:27]1[CH2:26][CH2:25][CH:24]([CH2:17][c:18]3[cH:19][cH:20][cH:21][cH:22][cH:23]3)[CH2:29][CH2:28]1)=[O:16])[cH:10]2.